Dataset: the Open Reaction Database (ORD), a public repository of structured organic reaction records. Task: describe an organic reaction: reactants, conditions, products, and yield The reactants are C1(=CC=C(C=C1)S(=O)[O-])C.[Na+] (sodium p-toluenesulfinate), O (water), BrCCCC[Sn](C)(C)C (4-bromobutyltrimethylstannane). The reagents and catalysts are [Br-].C(CCC)[P+](CCCCCCCCCCCCCCCC)(CCCC)CCCC (tri-n-butylhexadecylphosphonium bromide). Solvent: C1(=CC=CC=C1)C (toluene). The product is C1(=CC=C(C=C1)S(=O)(=O)CCCC[Sn](C)(C)C)C (4-(p-tolylsulfonyl)butyltrimethylstannane). Isolated yield 37.7%. As a reaction SMILES: [C:1]1([CH3:10])[CH:6]=[CH:5][C:4]([S:7]([O-:9])=[O:8])=[CH:3][CH:2]=1.[Na+].O.Br[CH2:14][CH2:15][CH2:16][CH2:17][Sn:18]([CH3:21])([CH3:20])[CH3:19]>[Br-].C([P+](CCCC)(CCCC)CCCCCCCCCCCCCCCC)CCC.C1(C)C=CC=CC=1>[C:1]1([CH3:10])[CH:6]=[CH:5][C:4]([S:7]([CH2:14][CH2:15][CH2:16][CH2:17][Sn:18]([CH3:21])([CH3:20])[CH3:19])(=[O:9])=[O:8])=[CH:3][CH:2]=1 |f:0.1,4.5|. Reported procedure: Into a 125 ml single-necked round bottom flask fitted with a teflon coated magnetic stir bar and a reflux condenser was charged 4.45 g of sodium p-toluenesulfinate, 20 ml water, 10 ml toluene, 7 g of 75% 4-bromobutyltrimethylstannane and 0.44 g of tri-n-butylhexadecylphosphonium bromide. The mixture was refluxed for 2.5 hours with rapid stirring. On cooling, the organic phase was separated, dried over anhydrous magnesium sulfate and stripped of solvent on a rotary evaporator. The oil residue was... Starting materials: CC#N, O=C1Nc2ccccc2N(C(=O)Cl)c2ncccc21, C1CNCC(CCCN2CCCC2)C1. Yields the product O=C1Nc2ccccc2N(C(=O)N2CCCC(CCCN3CCCC3)C2)c2ncccc21. Reaction SMILES: [CH3:34][C:35]#[N:36].[Cl:1][C:2](=[O:3])[N:4]1[c:5]2[c:6]([cH:16][cH:17][cH:18][n:19]2)[C:7](=[O:15])[NH:8][c:9]2[c:10]1[cH:11][cH:12][cH:13][cH:14]2.[N:20]1([CH2:25][CH2:26][CH2:27][CH:28]2[CH2:29][NH:30][CH2:31][CH2:32][CH2:33]2)[CH2:21][CH2:22][CH2:23][CH2:24]1>>[C:2](=[O:3])([N:4]1[c:5]2[c:6]([cH:16][cH:17][cH:18][n:19]2)[C:7](=[O:15])[NH:8][c:9]2[c:10]1[cH:11][cH:12][cH:13][cH:14]2)[N:30]1[CH2:29][CH:28]([CH2:27][CH2:26][CH2:25][N:20]2[CH2:21][CH2:22][CH2:23][CH2:24]2)[CH2:33][CH2:32][CH2:31]1. Starting materials: FC(C(=O)C1=CC=C(C=C1)F)(OC1=CC=C(C=C1)SC)F (2,2-difluoro-1-(4-fluorophenyl)-2-(4-methylsulfanylphenoxy)ethanone), S-methyl-CS-oxazaborolidine, [B]1OC2=CC=CC=C2O1 (catecholborane). Run in C(Cl)Cl.C1(=CC=CC=C1)C (DCM Toluene), C(Cl)Cl (DCM). Run at temperature -70 celsius, time 18 hour. The product is FC([C@H](O)C1=CC=C(C=C1)F)(OC1=CC=C(C=C1)SC)F (2,2-difluoro-1(R)-(4-fluorophenyl)-2-(4-methylsulfanylphenoxy)ethanol). Yield: 55.8%. RXN SMILES: [F:1][C:2]([F:21])([O:12][C:13]1[CH:18]=[CH:17][C:16]([S:19][CH3:20])=[CH:15][CH:14]=1)[C:3]([C:5]1[CH:10]=[CH:9][C:8]([F:11])=[CH:7][CH:6]=1)=[O:4].[B]1OC2C(=CC=CC=2)O1>C(Cl)Cl.C1(C)C=CC=CC=1.C(Cl)Cl>[F:21][C:2]([F:1])([O:12][C:13]1[CH:18]=[CH:17][C:16]([S:19][CH3:20])=[CH:15][CH:14]=1)[C@@H:3]([C:5]1[CH:10]=[CH:9][C:8]([F:11])=[CH:7][CH:6]=1)[OH:4] |f:2.3,^1:21|. Reported procedure: To a solution of 2,2-difluoro-1-(4-fluorophenyl)-2-(4-methylsulfanylphenoxy)ethanone (2.76 g, 8.84 mmol) and S-methyl-CS-oxazaborolidine in a mixture of DCM/Toluene (1/1, 40 ml) under nitrogen, at −70° C., a solution of catecholborane (1.27 g, 10.6 mmol) in DCM (2 ml) was slowly added. After stirring at −70° C. for 18 h, the reaction mixture was quenched by adding 4M solution of HCl in dioxane (3 ml). The heterogeneous mixture was stirred for 15 min at −70° C., then warmed to room temperature. S... Run in C1CCOC1 (THF), C1CCOC1 (THF). Procedure: A solution of 3,5-difluoroaniline (5.0 g, 38.7 mmol) in HCOOH (15 mL) was heated to reflux for 4 h. The mixture was poured into ice-water and stirred for 0.5 h. The white solid was collected by filtration, and dried under vacuum to give 4.8 g (79%) of crude N-(3,5-difluorophenyl)formamide. To the solution of LiAlH4 (3.0 g, 78.9 mmol) in dry THF (50 mL) was added a solution of N-(3,5-difluorophenyl)formamide (4.8 g, 30.6 mmol) in dry THF (50 mL) at r.t. The mixture was stirred overnight and then ... Conditions: time 8 hour. Reaction SMILES: [H-].[H-].[H-].[H-].[Li+].[Al+3].[F:7][C:8]1[CH:9]=[C:10]([NH:15][CH:16]=O)[CH:11]=[C:12]([F:14])[CH:13]=1>C1COCC1>[F:7][C:8]1[CH:9]=[C:10]([CH:11]=[C:12]([F:14])[CH:13]=1)[NH:15][CH3:16] |f:0.1.2.3.4.5|. The yield is 86.8%. Yields the product FC=1C=C(NC)C=C(C1)F (3,5-difluoro-N-methylaniline). Starting materials: [H-].[H-].[H-].[H-].[Li+].[Al+3] (LiAlH4), FC=1C=C(C=C(C1)F)NC=O (N-(3,5-difluorophenyl)formamide). The reactants are ClC=1C=C(C(=CC1C1=C(C=C(C=C1)C(F)(F)F)Cl)N)N (4-chloro-5-[2-chloro-4-(trifluoromethyl)phenyl]benzene-1,2-diamine). The solvent is C(=O)(C(F)(F)F)O (TFA), Cl (hydrochloric acid). Yields the product ClC1=CC2=C(NC(=N2)C(F)(F)F)C=C1C1=C(C=C(C=C1)C(F)(F)F)Cl (5-chloro-6-[2-chloro-4-(trifluoromethyl)phenyl]-2-(trifluoromethyl)-1H-1,3-benzodiazole). The yield is 174.3%. As a reaction SMILES: [Cl:1][C:2]1[CH:3]=[C:4]([NH2:20])[C:5]([NH2:19])=[CH:6][C:7]=1[C:8]1[CH:13]=[CH:12][C:11]([C:14]([F:17])([F:16])[F:15])=[CH:10][C:9]=1[Cl:18]>C(O)(C(F)(F)F)=O.Cl>[Cl:1][C:2]1[C:7]([C:8]2[CH:13]=[CH:12][C:11]([C:14]([F:17])([F:15])[F:16])=[CH:10][C:9]=2[Cl:18])=[CH:6][C:5]2[NH:19][C:11]([C:14]([F:17])([F:16])[F:15])=[N:20][C:4]=2[CH:3]=1. Reported procedure: To a solution of [2-chloro-4-(trifluoromethyl)phenyl]boronic acid (4.5 g, 20.06 mmol) in water (30 mL) and dioxane (200 mL) was added K3PO4 (5.7 g, 26.85 mmol), 5-chloro-4-iodo-2-nitroaniline (4 g, 13.40 mmol) and Pd(PPh3)4 (800 mg, 0.69 mmol) maintained with an inert atmosphere of nitrogen and stirred overnight at 95° C. The resulting mixture was concentrated under vacuum to give a residue, which was purified by a silica gel column with 10% ethyl acetate in petroleum ether to produce 5-chloro-4... Reactants: NC=1OC2=CC(=CC=C2C(C1C#N)C1=CC2=C(C=C1)OCO2)N(C)C (2-amino-3-cyano-7-dimethylamino-4-(3,4-methylenedioxyphenyl)-4H-chromene), N1=CC=CC=C1 (pyridine), C(CC)(=O)Cl (propionyl chloride). Run in CCCCCC.CCOC(=O)C (hexane EtOAc), ClCCl (dichloromethane). Reaction conditions: time 4 hour. Product: C(#N)C1=C(OC2=CC(=CC=C2C1C1=CC2=C(C=C1)OCO2)N(C)C)NC(CC)=O (3-Cyano-7-dimethylamino-4-(3,4-methylenedioxyphenyl)-2-propionamido-4H-chromene). Isolated yield 14.0%. Reaction SMILES: [NH2:1][C:2]1[O:3][C:4]2[C:9]([CH:10]([C:14]3[CH:19]=[CH:18][C:17]4[O:20][CH2:21][O:22][C:16]=4[CH:15]=3)[C:11]=1[C:12]#[N:13])=[CH:8][CH:7]=[C:6]([N:23]([CH3:25])[CH3:24])[CH:5]=2.N1C=CC=CC=1.[C:32](Cl)(=[O:35])[CH2:33][CH3:34]>ClCCl.CCCCCC.CCOC(C)=O>[C:12]([C:11]1[CH:10]([C:14]2[CH:19]=[CH:18][C:17]3[O:20][CH2:21][O:22][C:16]=3[CH:15]=2)[C:9]2[C:4](=[CH:5][C:6]([N:23]([CH3:25])[CH3:24])=[CH:7][CH:8]=2)[O:3][C:2]=1[NH:1][C:32](=[O:35])[CH2:33][CH3:34])#[N:13] |f:4.5|. Procedure details: To a solution of 2-amino-3-cyano-7-dimethylamino-4-(3,4-methylenedioxyphenyl)-4H-chromene (102 mg, 0.30 mmol) in dichloromethane (5 ml) was added pyridine (0.7 ml) at 0° C., followed by propionyl chloride (0.3 ml). The mixture was then stirred at room temperature for 4 h, diluted with 1:1 hexane/EtOAc (80 ml), washed with water, 2N HCl, water and brine, dried over sodium sulfate and concentrated in vacuo. The residue was purified by chromatography (4:1 hexane/EtOAc) to yield the title compound a... Starting materials: C(C)OC(=O)N1[C@@H](C[C@H](C1)O)CCOC1=C(C=CC=C1C)CCC1=CC=CC=C1 ((2R,4R)-1-ethoxycarbonyl-4-hydroxy-2-{2-[6-methyl-2-(2-phenylethyl)phenoxy]ethyl}pyrrolidine), [H-].[Al+3].[Li+].[H-].[H-].[H-] (lithium aluminum hydride). Solvent: O1CCCC1 (tetrahydrofuran). Yields the product O[C@@H]1C[C@H](N(C1)C)CCOC1=C(C=CC=C1C)CCC1=CC=CC=C1 ((2R,4R)-4-Hydroxy-1-methyl-2-{2-[6-methyl-2-(2-phenylethyl)phenoxy]ethyl}pyrrolidine). Isolated yield 66.8%. RXN SMILES: C(O[C:4]([N:6]1[CH2:10][C@H:9]([OH:11])[CH2:8][C@H:7]1[CH2:12][CH2:13][O:14][C:15]1[C:20]([CH3:21])=[CH:19][CH:18]=[CH:17][C:16]=1[CH2:22][CH2:23][C:24]1[CH:29]=[CH:28][CH:27]=[CH:26][CH:25]=1)=O)C.[H-].[Al+3].[Li+].[H-].[H-].[H-]>O1CCCC1>[OH:11][C@H:9]1[CH2:10][N:6]([CH3:4])[C@H:7]([CH2:12][CH2:13][O:14][C:15]2[C:20]([CH3:21])=[CH:19][CH:18]=[CH:17][C:16]=2[CH2:22][CH2:23][C:24]2[CH:25]=[CH:26][CH:27]=[CH:28][CH:29]=2)[CH2:8]1 |f:1.2.3.4.5.6|. Procedure: 1840 mg of (2R,4R)-1-ethoxycarbonyl-4-hydroxy-2-{2-[6-methyl-2-(2-phenylethyl)phenoxy]ethyl}pyrrolidine [prepared as described in step (b) above], 20 ml of tetrahydrofuran and 530 mg of lithium aluminum hydride were allowed to react together and subsequently treated in the same manner as described in step (b) of Example 1. The concentrated substance thus obtained was purified by silica gel column chromatography, using a 5:1 by volume mixture of methylene chloride and methanol as the eluent, to g... Reactants: C1CCOC1, [Cl-], O=C(O)CCCCCl, COC(=O)c1ccc(N)c(OC)c1. Product: COC(=O)c1ccc(NC(=O)CCCCCl)c(OC)c1. Reaction SMILES: [CH2:23]1[O:24][CH2:25][CH2:26][CH2:27]1.[Cl-:14].[Cl:15][CH2:16][CH2:17][CH2:18][CH2:19][C:20](=[O:21])[OH:22].[NH2:1][c:2]1[c:3]([O:12][CH3:13])[cH:4][c:5]([C:6](=[O:7])[O:8][CH3:9])[cH:10][cH:11]1>>[NH:1]([c:2]1[c:3]([O:12][CH3:13])[cH:4][c:5]([C:6](=[O:7])[O:8][CH3:9])[cH:10][cH:11]1)[C:20]([CH2:19][CH2:18][CH2:17][CH2:16][Cl:15])=[O:21].